From a dataset of the Open Reaction Database (ORD), a public repository of structured organic reaction records. describe an organic reaction: reactants, conditions, products, and yield The reactants are ClC1=CC=C(C(C(=O)O)=C1)O (5-chlorosalicylic acid), ClC1=C(N)C=C(C=C1)Cl (2,5-dichloroaniline), raw materials. Yields the product ClC=1C=CC(=C(C(=O)NC2=C(C=CC(=C2)Cl)Cl)C1)O (5-Chloro-N-(2,5-dichlorophenyl)-2-hydroxybenzamide). The yield is 10.8%. Reaction SMILES: [Cl:1][C:2]1[CH:10]=[C:6]([C:7]([OH:9])=O)[C:5]([OH:11])=[CH:4][CH:3]=1.[Cl:12][C:13]1[CH:19]=[CH:18][C:17]([Cl:20])=[CH:16][C:14]=1[NH2:15]>>[Cl:1][C:2]1[CH:3]=[CH:4][C:5]([OH:11])=[C:6]([CH:10]=1)[C:7]([NH:15][C:14]1[CH:16]=[C:17]([Cl:20])[CH:18]=[CH:19][C:13]=1[Cl:12])=[O:9]. Procedure details: Using 5-chlorosalicylic acid and 2,5-dichloroaniline as the raw materials, the same operation as the example 16 gave the title compound. The reactants are ClCl (chlorine), ClCl (chlorine), Cl.C1(=CC=CC=C1)COC(=O)NCCCC[C@H](N)C(=O)N1[C@H](C(=O)OCC2=CC=CC=C2)CCC1 (1-[N6 -[(phenylmethoxy)carbonyl]-L-lysyl]-L-proline, phenylmethyl ester, hydrochloride salt), C1(=CC=CC=C1)CCCCP(OCC1=CC=CC=C1)=O ((4-phenylbutyl)phosphinic acid, phenylmethyl ester), Example 1 ( c ), 1-[N2 -[(4-phenylbutyl)(phenylmethoxy)phosphinyl]-N6 -[(phenylmethoxy)carbonyl]-L-lysyl]-L-proline,phenyl methyl ester. The solvent is ClCCl.CC(=O)C (dichloromethane acetone), O1CCCC1 (tetrahydrofuran), C(C)N(CC)CC (triethylamine), C(C)(=O)OCC (ethyl acetate), O1CCCC1 (tetrahydrofuran), C(Cl)(Cl)(Cl)Cl (carbon tetrachloride), C(Cl)(Cl)(Cl)Cl (carbon tetrachloride). Run at time 15 minute. Yields the product C1(=CC=CC=C1)CCCCP(=O)(N[C@@H](CCCCNC(=O)OCC1=CC=CC=C1)C(=O)N1[C@H](C(=O)OCC2=CC=CC=C2)CCC1)OCC1=CC=CC=C1 (1-[N2 -[(4-Phenylbutyl)(phenylmethoxy)phosphinyl]-N6 -[(phenylmethoxy)carbonyl]-L-lysyl]-L-proline, phenylmethyl ester). RXN SMILES: ClCl.[C:3]1([CH2:9][CH2:10][CH2:11][CH2:12][PH:13](=[O:22])[O:14][CH2:15][C:16]2[CH:21]=[CH:20][CH:19]=[CH:18][CH:17]=2)[CH:8]=[CH:7][CH:6]=[CH:5][CH:4]=1.Cl.[C:24]1([CH2:30][O:31][C:32]([NH:34][CH2:35][CH2:36][CH2:37][CH2:38][C@@H:39]([C:41]([N:43]2[CH2:57][CH2:56][CH2:55][C@H:44]2[C:45]([O:47][CH2:48][C:49]2[CH:54]=[CH:53][CH:52]=[CH:51][CH:50]=2)=[O:46])=[O:42])[NH2:40])=[O:33])[CH:29]=[CH:28][CH:27]=[CH:26][CH:25]=1>C(Cl)(Cl)(Cl)Cl.C(OCC)(=O)C.ClCCl.CC(C)=O.O1CCCC1.C(N(CC)CC)C>[C:3]1([CH2:9][CH2:10][CH2:11][CH2:12][P:13]([O:14][CH2:15][C:16]2[CH:21]=[CH:20][CH:19]=[CH:18][CH:17]=2)([NH:40][C@H:39]([C:41]([N:43]2[CH2:57][CH2:56][CH2:55][C@H:44]2[C:45]([O:47][CH2:48][C:49]2[CH:54]=[CH:53][CH:52]=[CH:51][CH:50]=2)=[O:46])=[O:42])[CH2:38][CH2:37][CH2:36][CH2:35][NH:34][C:32]([O:31][CH2:30][C:24]2[CH:29]=[CH:28][CH:27]=[CH:26][CH:25]=2)=[O:33])=[O:22])[CH:4]=[CH:5][CH:6]=[CH:7][CH:8]=1 |f:2.3,6.7|. Reported procedure: A half saturated solution of dry chlorine in carbon tetrachloride is added dropwise by syringe to a solution of (4-phenylbutyl)phosphinic acid, phenylmethyl ester (1.0 g., 3.47 mmole), from Example 1 (c), in 5 ml. of dry carbon tetrachloride under argon until the yellow color of excess chlorine persists. The mixture is evaporated to dryness (0.15 mm. of Hg), and the residue is taken up in 5 ml. of dry tetrahydrofuran and treated with 1-[N6 -[(phenylmethoxy)carbonyl]-L-lysyl]-L-proline, phenylmet... Starting materials: [Al+3], [Cl-], [Cl-], [Cl-], O=S1(=O)N=C(Cl)c2ccccc21, ClCCCl, c1ccc2[nH]ccc2c1. The product is O=S1(=O)N=C(c2c[nH]c3ccccc23)c2ccccc21. RXN SMILES: [Al+3:23].[Cl-:22].[Cl-:24].[Cl-:25].[Cl:10][C:11]1=[N:12][S:13](=[O:20])(=[O:21])[c:14]2[c:15]1[cH:16][cH:17][cH:18][cH:19]2.[Cl:26][CH2:27][CH2:28][Cl:29].[nH:1]1[cH:2][cH:3][c:4]2[cH:5][cH:6][cH:7][cH:8][c:9]12>>[nH:1]1[cH:2][c:3]([C:11]2=[N:12][S:13](=[O:20])(=[O:21])[c:14]3[c:15]2[cH:16][cH:17][cH:18][cH:19]3)[c:4]2[cH:5][cH:6][cH:7][cH:8][c:9]12. The reactants are CCCCCCCCC(=O)Cl, CC(Cl)Cl, Nc1cc([N+](=O)[O-])cc([N+](=O)[O-])c1, c1ccncc1. Yields the product CCCCCCCCC(=O)Nc1cc([N+](=O)[O-])cc([N+](=O)[O-])c1. Reaction SMILES: [C:20]([CH2:21][CH2:22][CH2:23][CH2:24][CH2:25][CH2:26][CH2:27][CH3:28])(=[O:29])[Cl:30].[Cl:31][CH:32]([Cl:33])[CH3:34].[N+:1](=[O:2])([O-:3])[c:4]1[cH:5][c:6]([NH2:7])[cH:8][c:9]([N+:11](=[O:12])[O-:13])[cH:10]1.[cH:14]1[cH:15][cH:16][n:17][cH:18][cH:19]1>>[N+:1](=[O:2])([O-:3])[c:4]1[cH:5][c:6]([NH:7][C:20]([CH2:21][CH2:22][CH2:23][CH2:24][CH2:25][CH2:26][CH2:27][CH3:28])=[O:29])[cH:8][c:9]([N+:11](=[O:12])[O-:13])[cH:10]1. Starting materials: Cc1ccc(C)c(C(=O)O)c1, O=S(Cl)Cl. Yields the product Cc1ccc(C)c(C(=O)Cl)c1. RXN SMILES: [CH3:1][c:2]1[c:3]([C:4](=[O:5])[OH:6])[cH:7][c:8]([CH3:11])[cH:9][cH:10]1.[S:12]([Cl:13])([Cl:14])=[O:15]>>[CH3:1][c:2]1[c:3]([C:4](=[O:5])[Cl:14])[cH:7][c:8]([CH3:11])[cH:9][cH:10]1. The reactants are C[Mg]Br (methylmagnesiumbromide), epoxide, C1OC2(C[C@]34C[C@H]([C@H]5[C@@H]6CC[C@@H]([C@@]6(C)CC=C5[C@@]3(CC2)O4)O)C)OC1 (3,3-ethylenedioxy-7α-methyl-5α,10α-epoxy-17β-hydroxyestra-9(11)-ene). The reagents and catalysts are [Cu]Cl (copper (I) chloride). Run in C1CCOC1 (THF), C1CCOC1 (THF), [Cl-].[NH4+] (ammonium chloride). Run at time 0.5 hour. Yields the product C1OC2(C[C@@]3(C[C@H]([C@H]4[C@@H]5CC[C@@H]([C@@]5(C)C[C@@H](C4=C3CC2)C)O)C)O)OC1 (3,3-ethylenedioxy-7α,11β-dimethyl-5α,17β-dihyrdoxyestra-9-ene). RXN SMILES: [CH3:1][Mg]Br.[CH2:4]1[CH2:28][O:27][C:6]2([CH2:23][CH2:22][C@:21]34[O:24][C@:8]3([CH2:9][C@@H:10]([CH3:26])[C@@H:11]3[C:20]4=[CH:19][CH2:18][C@@:16]4([CH3:17])[C@H:12]3[CH2:13][CH2:14][C@@H:15]4[OH:25])[CH2:7]2)[O:5]1>C1COCC1.[Cl-].[NH4+].[Cu]Cl>[CH2:4]1[CH2:28][O:27][C:6]2([CH2:23][CH2:22][C:21]3[C@@:8]([OH:24])([CH2:9][C@@H:10]([CH3:26])[C@@H:11]4[C:20]=3[C@@H:19]([CH3:1])[CH2:18][C@@:16]3([CH3:17])[C@H:12]4[CH2:13][CH2:14][C@@H:15]3[OH:25])[CH2:7]2)[O:5]1 |f:3.4|. Procedure: A solution of methylmagnesiumbromide (1.4 M THF/toluene, 210 mL, 295 mmol) was added to THF (150 mL) and copper (I) chloride (2.92 g, 29.5 mmol) was added. After stirring at room temperature for ½ hr, a solution of the epoxide (Compound 5, 16.26 g 46.99 mmol) in THF (450 mL) was added dropwise over 5 min. The mixture was stirred at room temperature for 3 hr. The mixture was diluted with saturated ammonium chloride solution and air was bubbled through the mixture for ½ hr to oxidize Cu(I) to Cu(I...